This data is from the Open Reaction Database (ORD), a public repository of structured organic reaction records. The task is: describe an organic reaction: reactants, conditions, products, and yield The reactants are C(CCCCCCCCCCC)[Mg]Br (n-dodecylmagnesium bromide), ClC1=C(C=CC=C1)Cl (1,2-dichlorobenzene). Yields the product C(CCCCCCCCCCC)C1=C(C=CC=C1)CCCCCCCCCCCC (1,2-Didodecylbenzene). As a reaction SMILES: [CH2:1]([Mg]Br)[CH2:2][CH2:3][CH2:4][CH2:5][CH2:6][CH2:7][CH2:8][CH2:9][CH2:10][CH2:11][CH3:12].Cl[C:16]1[CH:21]=[CH:20][CH:19]=[CH:18][C:17]=1Cl>>[CH2:1]([C:16]1[CH:21]=[CH:20][CH:19]=[CH:18][C:17]=1[CH2:12][CH2:11][CH2:10][CH2:9][CH2:8][CH2:7][CH2:6][CH2:5][CH2:4][CH2:3][CH2:2][CH3:1])[CH2:2][CH2:3][CH2:4][CH2:5][CH2:6][CH2:7][CH2:8][CH2:9][CH2:10][CH2:11][CH3:12]. Procedure details: 1,2-Didodecylbenzene was synthesized with reference to the method described in “Synthesis”, 1993, pp. 387-390 from 1,2-dichlorobenzene and n-dodecylmagnesium bromide as follows. Starting materials: CCOC(=O)C=O, CS(=O)(=O)c1ccc(Oc2ccc(OC(F)(F)F)cc2)cc1. Yields the product CCOC(=O)C=CS(=O)(=O)c1ccc(Oc2ccc(OC(F)(F)F)cc2)cc1. Reaction SMILES: [C:1]([CH:2]=[O:3])(=[O:4])[O:5][CH2:6][CH3:7].[CH3:8][S:9](=[O:10])(=[O:11])[c:12]1[cH:13][cH:14][c:15]([O:18][c:19]2[cH:20][cH:21][c:22]([O:25][C:26]([F:27])([F:28])[F:29])[cH:23][cH:24]2)[cH:16][cH:17]1>>[C:1]([CH:2]=[CH:8][S:9](=[O:10])(=[O:11])[c:12]1[cH:13][cH:14][c:15]([O:18][c:19]2[cH:20][cH:21][c:22]([O:25][C:26]([F:27])([F:28])[F:29])[cH:23][cH:24]2)[cH:16][cH:17]1)(=[O:4])[O:5][CH2:6][CH3:7]. The reactants are C1(C(CC2=CC=CC=C12)=O)=O (indane dione), dimethyl 4-phenyl phthalate, C(C)(=O)OCC (ethyl acetate), C1=CC=CC=C1 (benzene). Run in petroleum. The product is C1(=CC=CC=C1)C=1C=C2C(CC(C2=CC1)=O)=O (5-Phenyl indane-1,3-dione). Reaction SMILES: [C:1]1(=[O:11])[C:9]2[C:4](=[CH:5][CH:6]=[CH:7][CH:8]=2)[CH2:3][C:2]1=O.[CH:12]1[CH:17]=[CH:16][CH:15]=[CH:14][CH:13]=1.C(OCC)(=[O:20])C>>[C:12]1([C:6]2[CH:5]=[C:4]3[C:9](=[CH:8][CH:7]=2)[C:1](=[O:11])[CH2:2][C:3]3=[O:20])[CH:17]=[CH:16][CH:15]=[CH:14][CH:13]=1. Procedure: A solution of dimethyl 4-phenyl phthalate (bp 0.1 170°-80°C) in ethyl acetate was cyclised to the indane dione as described in Example 16(b), m.p. (benzene, petroleum [40°-60°]) 116°C. (Found: C, 80.96; H, 4.70; C15H10O2 requires: C, 81.07; H, 4.54%).